Dataset: the Open Reaction Database (ORD), a public repository of structured organic reaction records. Task: describe an organic reaction: reactants, conditions, products, and yield Starting materials: ClC=1C=C(C(=O)N2CSC3=C2C=CC=C3)C=C(C1OC)Cl (3-(3,5-dichloro-4-methoxybenzoyl)-2,3-dihydro-1,3-benzothiazole), ClC1=CC(=CC=C1)C(=O)OO (metachloroperbenzoic acid). The solvent is C(Cl)(Cl)Cl (chloroform). Reaction conditions: temperature 0 celsius, time 10 minute. The product is ClC=1C=C(C(=O)N2CS(C3=C2C=CC=C3)=O)C=C(C1OC)Cl (3-(3,5-dichloro-4-methoxybenzoyl)-1-oxo-2,3-dihydro-1,3-benzothiazole). Yield: 64.2%. RXN SMILES: [Cl:1][C:2]1[CH:3]=[C:4]([CH:16]=[C:17]([Cl:21])[C:18]=1[O:19][CH3:20])[C:5]([N:7]1[C:11]2[CH:12]=[CH:13][CH:14]=[CH:15][C:10]=2[S:9][CH2:8]1)=[O:6].ClC1C=CC=C(C(OO)=[O:30])C=1>C(Cl)(Cl)Cl>[Cl:1][C:2]1[CH:3]=[C:4]([CH:16]=[C:17]([Cl:21])[C:18]=1[O:19][CH3:20])[C:5]([N:7]1[C:11]2[CH:12]=[CH:13][CH:14]=[CH:15][C:10]=2[S:9](=[O:30])[CH2:8]1)=[O:6]. Procedure: 3-(3,5-dichloro-4-methoxybenzoyl)-2,3-dihydro-1,3-benzothiazole (500 mg) was dissolved in chloroform (10 mL), and 70% metachloroperbenzoic acid (320 mg) was added to the solution, and the mixture was stirred at 0° C. for 10 minutes. The solvent was distilled off under reduced pressure and water was added, and then the mixture was extracted with ethyl acetate. The organic layer was washed with 1N sodium hydroxide and saturated brine, and then dried over anhydrous sodium sulfate. The solvent was d... Starting materials: [Br-], CC(=O)CC(C)C, [I-], [K+], [Na+], [Na+], O=C([O-])[O-], O, OC1(c2ccccc2)CCNCC1, c1ccc(C2(c3ccccc3)CCOC2=[N+]2CCCC2)cc1. Product: O=C(N1CCCC1)C(CCN1CCC(O)(c2ccccc2)CC1)(c1ccccc1)c1ccccc1. Reaction SMILES: [Br-:1].[CH3:46][CH:47]([CH3:48])[CH2:49][C:50](=[O:51])[CH3:52].[I-:44].[K+:43].[Na+:37].[Na+:38].[O-:39][C:40](=[O:41])[O-:42].[OH2:45].[c:24]1([C:30]2([OH:36])[CH2:31][CH2:32][NH:33][CH2:34][CH2:35]2)[cH:25][cH:26][cH:27][cH:28][cH:29]1.[c:2]1([C:8]2([c:18]3[cH:19][cH:20][cH:21][cH:22][cH:23]3)[C:9](=[N+:13]3[CH2:14][CH2:15][CH2:16][CH2:17]3)[O:10][CH2:11][CH2:12]2)[cH:3][cH:4][cH:5][cH:6][cH:7]1>>[c:2]1([C:8]([C:9](=[O:10])[N:13]2[CH2:14][CH2:15][CH2:16][CH2:17]2)([CH2:12][CH2:11][N:33]2[CH2:32][CH2:31][C:30]([c:24]3[cH:25][cH:26][cH:27][cH:28][cH:29]3)([OH:36])[CH2:35][CH2:34]2)[c:18]2[cH:19][cH:20][cH:21][cH:22][cH:23]2)[cH:3][cH:4][cH:5][cH:6][cH:7]1.